This data is from the Open Reaction Database (ORD), a public repository of structured organic reaction records. The task is: describe an organic reaction: reactants, conditions, products, and yield Starting materials: CC(=O)NCC1CN(c2ccc(OCC3(OC(=O)C(CCCCNC(=O)OCc4ccccc4)NC(=O)OCc4ccccc4)CCN(C(=O)OC(C)(C)C)CC3)c(F)c2)C(=O)O1, CO, Cl. Yields the product Cl, CC(=O)NCC1CN(c2ccc(OCC3(OC(=O)C(CCCCNC(=O)OCc4ccccc4)NC(=O)OCc4ccccc4)CCNCC3)c(F)c2)C(=O)O1. Reaction SMILES: [C:1]([O:2][C:3](=[O:4])[N:8]1[CH2:9][CH2:10][C:11]([O:14][C:15]([CH:16]([CH2:17][CH2:18][CH2:19][CH2:20][NH:21][C:22](=[O:23])[O:24][CH2:25][c:26]2[cH:27][cH:28][cH:29][cH:30][cH:31]2)[NH:32][C:33](=[O:34])[O:35][CH2:36][c:37]2[cH:38][cH:39][cH:40][cH:41][cH:42]2)=[O:43])([CH2:44][O:45][c:46]2[c:47]([F:63])[cH:48][c:49]([N:52]3[C:53](=[O:62])[O:54][CH:55]([CH2:57][NH:58][C:59]([CH3:60])=[O:61])[CH2:56]3)[cH:50][cH:51]2)[CH2:12][CH2:13]1)([CH3:5])([CH3:6])[CH3:7].[CH3:65][OH:66].[ClH:64]>>[ClH:64].[NH:8]1[CH2:9][CH2:10][C:11]([O:14][C:15]([CH:16]([CH2:17][CH2:18][CH2:19][CH2:20][NH:21][C:22](=[O:23])[O:24][CH2:25][c:26]2[cH:27][cH:28][cH:29][cH:30][cH:31]2)[NH:32][C:33](=[O:34])[O:35][CH2:36][c:37]2[cH:38][cH:39][cH:40][cH:41][cH:42]2)=[O:43])([CH2:44][O:45][c:46]2[c:47]([F:63])[cH:48][c:49]([N:52]3[C:53](=[O:62])[O:54][CH:55]([CH2:57][NH:58][C:59]([CH3:60])=[O:61])[CH2:56]3)[cH:50][cH:51]2)[CH2:12][CH2:13]1. Reaction SMILES: [BH4-:1].[CH3:38][CH2:39][O:40][C:41](=[O:42])[CH3:43].[CH:34]([OH:35])([CH3:36])[CH3:37].[Cl:31][CH2:32][Cl:33].[F:3][C:4]([O:5][c:6]1[cH:7][c:8]([O:9][c:10]2[c:11]([CH:12]=[O:13])[cH:14][cH:15][cH:16][cH:17]2)[cH:18][cH:19][cH:20]1)([F:21])[F:22].[H:29][H:30].[Na+:28].[Na+:2].[OH2:44].[S:23]([O-:24])([OH:25])(=[O:26])=[O:27]>>[F:3][C:4]([O:5][c:6]1[cH:7][c:8]([O:9][c:10]2[c:11]([CH2:12][OH:13])[cH:14][cH:15][cH:16][cH:17]2)[cH:18][cH:19][cH:20]1)([F:21])[F:22]. Starting materials: [BH4-], CCOC(C)=O, CC(C)O, ClCCl, O=Cc1ccccc1Oc1cccc(OC(F)(F)F)c1, [H][H], [Na+], [Na+], O, O=S(=O)([O-])O. Product: OCc1ccccc1Oc1cccc(OC(F)(F)F)c1. Starting materials: ClC=1C=C(C=C(C1)Cl)S(=O)(=O)C1=CC2=C(OC(O2)C(=O)OCC)C=C1C (ethyl 5-(3,5-dichlorophenylsulfonyl)-6-methyl-1,3-benzodioxole-2-carboxylate), [OH-].[Na+] (sodium hydroxide). The solvent is 2-n. The product is ClC=1C=C(C=C(C1)Cl)S(=O)(=O)C1=CC2=C(OC(O2)C(=O)O)C=C1C (5-(3,5-dichlorophenylsulfonyl)-6-methyl-1,3-benzodioxole-2-carboxylic acid). RXN SMILES: [Cl:1][C:2]1[CH:3]=[C:4]([S:9]([C:12]2[C:25]([CH3:26])=[CH:24][C:15]3[O:16][CH:17]([C:19]([O:21]CC)=[O:20])[O:18][C:14]=3[CH:13]=2)(=[O:11])=[O:10])[CH:5]=[C:6]([Cl:8])[CH:7]=1.[OH-].[Na+]>>[Cl:8][C:6]1[CH:5]=[C:4]([S:9]([C:12]2[C:25]([CH3:26])=[CH:24][C:15]3[O:16][CH:17]([C:19]([OH:21])=[O:20])[O:18][C:14]=3[CH:13]=2)(=[O:10])=[O:11])[CH:3]=[C:2]([Cl:1])[CH:7]=1 |f:1.2|. Procedure: 8.38 g (0.02 mole) of ethyl 5-(3,5-dichlorophenylsulfonyl)-6-methyl-1,3-benzodioxole-2-carboxylate are covered with 30 ml of 2-n sodium hydroxide solution and the batch is heated for 1 hour in a boiling water bath, cooled and acidified, affording 5-(3,5-dichlorophenylsulfonyl)-6-methyl-1,3-benzodioxole-2-carboxylic acid. Melting point 210°-214° C. (crystallisation from ethyl acetate/toluene). Starting materials: CCO, O=C1c2ccccc2C(=O)N1CCC(O)CN1CCC(Oc2ccc(Cl)c(Cl)c2)CC1, NN. Product: NCCC(O)CN1CCC(Oc2ccc(Cl)c(Cl)c2)CC1. Reaction SMILES: [CH3:32][CH2:33][OH:34].[Cl:1][c:2]1[cH:3][c:4]([O:5][CH:6]2[CH2:7][CH2:8][N:9]([CH2:12][CH:13]([CH2:14][CH2:15][N:16]3[C:17](=[O:18])[c:19]4[c:20]([cH:21][cH:22][cH:23][cH:24]4)[C:25]3=[O:26])[OH:27])[CH2:10][CH2:11]2)[cH:28][cH:29][c:30]1[Cl:31].[NH2:35][NH2:36]>>[Cl:1][c:2]1[cH:3][c:4]([O:5][CH:6]2[CH2:7][CH2:8][N:9]([CH2:12][CH:13]([CH2:14][CH2:15][NH2:16])[OH:27])[CH2:10][CH2:11]2)[cH:28][cH:29][c:30]1[Cl:31]. Starting materials: Cl (HCl), Cl.FC1=C(C=CC(=C1)F)S(=O)(=O)CC1CNC1 (3-{[(2,4-Difluorophenyl)sulfonyl]methyl}azetidine hydrochloride), BrCC(=O)C1=CC=C(C=C1)F (2-bromo-1-(4-fluorophenyl)ethanone), C(=O)([O-])[O-].[K+].[K+] (K2CO3). Solvent: O (Water), C(C)OCC (diethyl ether), CN(C)C=O (DMF), CCOC(=O)C (EtOAc). Yields the product Cl.FC1=C(C=CC(=C1)F)S(=O)(=O)CC1CN(C1)CC(=O)C1=CC=C(C=C1)F (2-(3-{[(2,4-difluorophenyl)sulfonyl]methyl}azetidin-1-yl)-1-(4-fluorophenyl)ethanone hydrochloride). Isolated yield 13.6%. As a reaction SMILES: [ClH:1].[F:2][C:3]1[CH:8]=[C:7]([F:9])[CH:6]=[CH:5][C:4]=1[S:10]([CH2:13][CH:14]1[CH2:17][NH:16][CH2:15]1)(=[O:12])=[O:11].Br[CH2:19][C:20]([C:22]1[CH:27]=[CH:26][C:25]([F:28])=[CH:24][CH:23]=1)=[O:21].C([O-])([O-])=O.[K+].[K+].Cl>CN(C=O)C.CCOC(C)=O.C(OCC)C.O>[ClH:1].[F:2][C:3]1[CH:8]=[C:7]([F:9])[CH:6]=[CH:5][C:4]=1[S:10]([CH2:13][CH:14]1[CH2:15][N:16]([CH2:19][C:20]([C:22]2[CH:27]=[CH:26][C:25]([F:28])=[CH:24][CH:23]=2)=[O:21])[CH2:17]1)(=[O:12])=[O:11] |f:0.1,3.4.5,11.12|. Reported procedure: 3-{[(2,4-Difluorophenyl)sulfonyl]methyl}azetidine hydrochloride (60 mg, 0.21 mmol) and 2-bromo-1-(4-fluorophenyl)ethanone (52 mg, 0.23 mmol) were stirred together at room temperature with K2CO3 (90 mg, 0.65 mmol) in DMF (3 mL) under an inert atmosphere. Water was added to the mixture after 5.5 h and the mixture was then extracted with EtOAc. The organic extracts were washed with water and saturated brine then dried (MgSO4), filtered and concentrated in vacuo. The resultant material was purified ... Starting materials: [Li]CCCC, CCCC[Sn](Cl)(CCCC)CCCC, C1CCOC1, CC1(C)CCCC(C)(C)N1, Clc1ccc(-n2cccn2)cc1. Yields the product CCCC[Sn](CCCC)(CCCC)c1ccnn1-c1ccc(Cl)cc1. As a reaction SMILES: [CH2:11]([Li:12])[CH2:13][CH2:14][CH3:15].[CH2:28]([CH2:29][CH2:30][CH3:31])[Sn:32]([CH2:33][CH2:34][CH2:35][CH3:36])([CH2:37][CH2:38][CH2:39][CH3:40])[Cl:41].[CH2:42]1[O:43][CH2:44][CH2:45][CH2:46]1.[CH3:1][C:2]1([CH3:3])[CH2:4][CH2:5][CH2:6][C:7]([CH3:8])([CH3:9])[NH:10]1.[Cl:16][c:17]1[cH:18][cH:19][c:20](-[n:23]2[n:24][cH:25][cH:26][cH:27]2)[cH:21][cH:22]1>>[Cl:16][c:17]1[cH:18][cH:19][c:20](-[n:23]2[n:24][cH:25][cH:26][c:27]2[Sn:32]([CH2:28][CH2:29][CH2:30][CH3:31])([CH2:33][CH2:34][CH2:35][CH3:36])[CH2:37][CH2:38][CH2:39][CH3:40])[cH:21][cH:22]1. Starting materials: [BH3-]C#N, O=C1CCC1, CC(=O)O, Cc1nnc(N)[nH]1, [Na+], O. Product: Cc1nnc(NC2CCC2)[nH]1. As a reaction SMILES: [C:13]([BH3-:14])#[N:15].[C:8]1(=[O:12])[CH2:9][CH2:10][CH2:11]1.[CH3:18][C:19](=[O:20])[OH:21].[CH3:1][c:2]1[nH:3][c:4]([NH2:7])[n:5][n:6]1.[Na+:16].[OH2:17]>>[CH3:1][c:2]1[nH:3][c:4]([NH:7][CH:8]2[CH2:9][CH2:10][CH2:11]2)[n:5][n:6]1. Reactants: C(C)(C)(C)OC(NC=1N(C(C([C@@](N1)(C)C1=C(C=CC(=C1)N)F)(C)C)=O)C)=O ([(S)-4-(5-amino-2-fluoro-phenyl)-1,4,5,5-tetramethyl-6-oxo-1,4,5,6-tetrahydro-pyrimidin-2-yl]-carbamic acid tert-butyl ester), C(C)(C)(C)OC(NC=1N(C(C([C@@](N1)(C)C1=C(C=CC(=C1)N)F)(C)C)=O)C)=O ([(S)-4-(5-amino-2-fluoro-phenyl)-1,4,5,5-tetramethyl-6-oxo-1,4,5,6-tetrahydro-pyrimidin-2-yl]-carbamic acid tert-butyl ester), FC(C1(CC1)C(=O)O)(F)F (1-trifluoromethyl-cyclopropanecarboxylic acid). Product: NC=1N(C(C([C@@](N1)(C)C=1C=C(C=CC1F)NC(=O)C1(CC1)C(F)(F)F)(C)C)=O)C (1-Trifluoromethyl-cyclopropanecarboxylic acid [3-((S)-2-amino-1,4,5,5-tetramethyl-6-oxo-1,4,5,6-tetrahydro-pyrimidin-4-yl)-4-fluoro-phenyl]-amide). RXN SMILES: C(OC(=O)[NH:7][C:8]1[N:9]([CH3:26])[C:10](=[O:25])[C:11]([CH3:24])([CH3:23])[C@:12]([C:15]2[CH:20]=[C:19]([NH2:21])[CH:18]=[CH:17][C:16]=2[F:22])([CH3:14])[N:13]=1)(C)(C)C.[F:28][C:29]([F:37])([F:36])[C:30]1([C:33](O)=[O:34])[CH2:32][CH2:31]1>>[NH2:7][C:8]1[N:9]([CH3:26])[C:10](=[O:25])[C:11]([CH3:24])([CH3:23])[C@:12]([C:15]2[CH:20]=[C:19]([NH:21][C:33]([C:30]3([C:29]([F:37])([F:36])[F:28])[CH2:32][CH2:31]3)=[O:34])[CH:18]=[CH:17][C:16]=2[F:22])([CH3:14])[N:13]=1. Procedure: The coupling of [(S)-4-(5-amino-2-fluoro-phenyl)-1,4,5,5-tetramethyl-6-oxo-1,4,5,6-tetrahydro-pyrimidin-2-yl]-carbamic acid tert-butyl ester (intermediate F2) and 1-trifluoromethyl-cyclopropanecarboxylic acid followed by deprotection of the intermediate yielded the title compound as a white solid. MS (ESI): m/z=415.4 [M+H]+. The reactants are NC=1C=CC(=NC1)OC (5-amino-2-methoxypyridine), Br (hydrobromic acid), N(=O)[O-].[Na+] (sodium nitrite), C(C=C)(=O)OC (methyl acrylate), cuprous oxide. The solvent is CC(=O)C (acetone), O (water). Conditions: time 30 minute. Product: BrC(C(=O)OC)CC=1C=CC(=NC1)OC (methyl 2-bromo-3-(2-methoxy-5-pyridyl)propionate). The yield is 58.0%. As a reaction SMILES: N[C:2]1[CH:3]=[CH:4][C:5]([O:8][CH3:9])=[N:6][CH:7]=1.[BrH:10].N([O-])=O.[Na+].[C:15]([O:19][CH3:20])(=[O:18])[CH:16]=[CH2:17]>O.CC(C)=O>[Br:10][CH:16]([CH2:17][C:2]1[CH:3]=[CH:4][C:5]([O:8][CH3:9])=[N:6][CH:7]=1)[C:15]([O:19][CH3:20])=[O:18] |f:2.3|. Procedure details: To a mixture of 5-amino-2-methoxypyridine (5.00 g), 47% hydrobromic acid (8.75 g) and acetone (50 ml) was added dropwise a solution of sodium nitrite (3.06 g) in water (5 ml) at 5-10° C. After stirring for 30 minutes, methyl acrylate (20.8 g) was added, to which cuprous oxide (50 mg) was added while stirring vigorously at 15° C. After stirring for one hour at room temperature, the reaction mixture was concentrated, concentrated aqueous ammonia was added, and extracted with ethyl acetate. The eth... Reactants: C[Si](C#CC(CCCCCCCC)O)(C)C (1-(trimethylsilyl)-1-undecyn-3-ol), [N+](CCCC)(CCCC)(CCCC)CCCC.[F-] ((n-C4H9)4NF). Solvent: O1CCCC1 (tetrahydrofuran), [Cl-].[Na+].O (brine). Reaction conditions: time 0.5 hour. The product is C#CC(CCCCCCCC)O (1-undecyn-3-ol). Isolated yield 112.5%. Reaction SMILES: C[Si](C)(C)[C:3]#[C:4][CH:5]([OH:14])[CH2:6][CH2:7][CH2:8][CH2:9][CH2:10][CH2:11][CH2:12][CH3:13].[N+](CCCC)(CCCC)(CCCC)CCCC.[F-]>O1CCCC1.[Cl-].[Na+].O>[CH:3]#[C:4][CH:5]([OH:14])[CH2:6][CH2:7][CH2:8][CH2:9][CH2:10][CH2:11][CH2:12][CH3:13] |f:1.2,4.5.6|. Procedure details: To 8.65 g of the crude product from Example 6 was added 40 ml of 1M (n-C4H9)4NF in tetrahydrofuran (THF). The reaction mixture became warm and stirring was continued at room temperature for 1/2 hour. Thereafter, the reaction mixture was poured into brine and extracted 2x with diethyl ether. The combined ether extracts were washed 2x with brine and then dried (MgSO4). Removal of the solvent produced a brown oil. The oil was flash chromatographed on a silica gel column. Gradient elution from 10% d...